Dataset: the Open Reaction Database (ORD), a public repository of structured organic reaction records. Task: describe an organic reaction: reactants, conditions, products, and yield The reactants are CN1CCCC1=O, CN1Cc2c([nH]c3ccc(Cl)cc23)CC1(C)C, C=Cc1ccc(C(F)(F)F)nc1, [K+], [OH-]. Yields the product CN1Cc2c(n(CCc3ccc(C(F)(F)F)nc3)c3ccc(Cl)cc23)CC1(C)C. As a reaction SMILES: [CH3:32][N:33]1[CH2:34][CH2:35][CH2:36][C:37]1=[O:38].[Cl:1][c:2]1[cH:3][c:4]2[c:5]3[c:6]([nH:7][c:8]2[cH:9][cH:10]1)[CH2:11][C:12]([CH3:16])([CH3:17])[N:13]([CH3:15])[CH2:14]3.[F:18][C:19]([c:20]1[n:21][cH:22][c:23]([CH:26]=[CH2:27])[cH:24][cH:25]1)([F:28])[F:29].[K+:31].[OH-:30]>>[Cl:1][c:2]1[cH:3][c:4]2[c:5]3[c:6]([n:7]([CH2:27][CH2:26][c:23]4[cH:22][n:21][c:20]([C:19]([F:18])([F:28])[F:29])[cH:25][cH:24]4)[c:8]2[cH:9][cH:10]1)[CH2:11][C:12]([CH3:16])([CH3:17])[N:13]([CH3:15])[CH2:14]3. The reactants are C(C)(=O)S[C@H]1C[C@H](N(C1)C(=O)OCC=C)CO ((2S,4S)-4-acetylthio-1-allyloxycarbonylpyrrolidine-2-methanol), C1(=CC=CC=C1)P(C1=CC=CC=C1)C1=CC=CC=C1 (triphenylphosphine), C(C=C)OC(=O)NS(=O)(=O)N (N-allyloxycarbonylsulfamide), C(C)OC(=O)N=NC(=O)OCC (azodicarboxylic acid diethylester). The solvent is C1(=CC=CC=C1)C (toluene), C(C)(=O)OCC (ethyl acetate). Reaction conditions: time 4 hour. Product: C(C)(=O)S[C@H]1C[C@H](N(C1)C(=O)OCC=C)CN(C(=O)OCC=C)S(N)(=O)=O ((2S,4S)-4-acetylthio-1-allyloxycarbonyl-2-(N-sulfamoyl-N-allyloxycarbonylamino)methylpyrrolidine). Yield: 100.6%. As a reaction SMILES: [C:1]([S:4][C@@H:5]1[CH2:9][N:8]([C:10]([O:12][CH2:13][CH:14]=[CH2:15])=[O:11])[C@H:7]([CH2:16]O)[CH2:6]1)(=[O:3])[CH3:2].C1(P(C2C=CC=CC=2)C2C=CC=CC=2)C=CC=CC=1.[CH2:37]([O:40][C:41]([NH:43][S:44]([NH2:47])(=[O:46])=[O:45])=[O:42])[CH:38]=[CH2:39].C(OC(N=NC(OCC)=O)=O)C>C(OCC)(=O)C.C1(C)C=CC=CC=1>[C:1]([S:4][C@@H:5]1[CH2:9][N:8]([C:10]([O:12][CH2:13][CH:14]=[CH2:15])=[O:11])[C@H:7]([CH2:16][N:43]([S:44](=[O:45])(=[O:46])[NH2:47])[C:41]([O:40][CH2:37][CH:38]=[CH2:39])=[O:42])[CH2:6]1)(=[O:3])[CH3:2]. Procedure: To a solution of (2S,4S)-4-acetylthio-1-allyloxycarbonylpyrrolidine-2-methanol (8.02 g: ca. 30 mmole) in ethyl acetate (83 ml) under ice cooling, triphenylphosphine (9.44 g: 13.6 mmole), N-allyloxycarbonylsulfamide (3.12 g: 15.9 mmole), and azodicarboxylic acid diethylester (5.67 ml: 36 mmole) are successively added. The mixture is stirred under ice cooling for 55 minutes and at room temperature for 4 hours. The reaction mixture is dissolved in toluene (60 ml), concentrated, diluted with toluene... Reactants: C(CC)O[C@H](C(=O)OC1=CC=C(C(=O)O)C=C1)C (4-[(S)-2-propoxypropanoyloxy]benzoic acid), S(=O)(Cl)Cl (thionyl chloride). The solvent is N1=CC=CC=C1 (pyridine). Product: C(CC)O[C@H](C(=O)OC1=CC=C(C(=O)Cl)C=C1)C (4-[(S)-2-propoxypropanoyloxy]benzoyl chloride). RXN SMILES: [CH2:1]([O:4][C@@H:5]([CH3:18])[C:6]([O:8][C:9]1[CH:17]=[CH:16][C:12]([C:13](O)=[O:14])=[CH:11][CH:10]=1)=[O:7])[CH2:2][CH3:3].S(Cl)([Cl:21])=O>N1C=CC=CC=1>[CH2:1]([O:4][C@@H:5]([CH3:18])[C:6]([O:8][C:9]1[CH:17]=[CH:16][C:12]([C:13]([Cl:21])=[O:14])=[CH:11][CH:10]=1)=[O:7])[CH2:2][CH3:3]. Procedure details: The resulting carboxylic acid (2.45 g) was reacted with 10 ml of thionyl chloride and 0.2 ml of pyridine to obtain 2.61 g of 4-[(S)-2-propoxypropanoyloxy]benzoyl chloride. The reactants are Cl.COC=1C=C2C=3CCNC(C3NC2=CC1)C1(CCC1)C(=O)OCC (Ethyl 1-(6-methoxy-2,3,4,9-tetrahydro-1H-β-carbolin-1-yl)cyclobutanecarboxylate Hydrochloride), O1C(=CC=C1)C(=O)Cl (2-furoyl chloride). RXN SMILES: Cl.[CH3:2][O:3][C:4]1[CH:5]=[C:6]2[C:14](=[CH:15][CH:16]=1)[NH:13][C:12]1[CH:11]([C:17]3([C:21]([O:23][CH2:24][CH3:25])=[O:22])[CH2:20][CH2:19][CH2:18]3)[NH:10][CH2:9][CH2:8][C:7]2=1.[O:26]1[CH:30]=[CH:29][CH:28]=[C:27]1[C:31](Cl)=[O:32]>>[CH3:2][O:3][C:4]1[CH:5]=[C:6]2[C:14](=[CH:15][CH:16]=1)[NH:13][C:12]1[CH:11]([C:17]3([C:21]([O:23][CH2:24][CH3:25])=[O:22])[CH2:20][CH2:19][CH2:18]3)[N:10]([C:31]([C:27]3[O:26][CH:30]=[CH:29][CH:28]=3)=[O:32])[CH2:9][CH2:8][C:7]2=1 |f:0.1|. Yields the product COC=1C=C2C=3CCN(C(C3NC2=CC1)C1(CCC1)C(=O)OCC)C(=O)C=1OC=CC1 (Ethyl 1-[6-methoxy-2-(2-furoyl)-2,3,4,9-tetrahydro-1H-β-carbolin-1-yl]cyclobutanecarboxylate). Reported procedure: The procedure is as in Example 55, using as substrate the compound of Example 7 and as reagent 2-furoyl chloride. Procedure details: I Refer to Chart O. The formula-CXIX 2-phenyl selenidyl compound is first prepared. The starting material is the methyl ester of (5E)-6a-carba-PGI2 (Example 23, 0.4 g.) which is converted to the formula-CXVIII bis(tetrahydropyran-2-yl ether) by reaction with dihydropyran in methylene chloride in the presence of pyridine hydrochloride following the procedure of Example 39-II. A solution of that bis(THP) methyl ester in 5 ml. of tetrahydrofuran is added dropwise to the amide formed from N-isopropy... Yields the product C(C)(C)NC1CCCCC1 (N-isopropylcyclohexylamine). The reactants are methyl ester, amide, CXIX 2-phenyl, bis(tetrahydropyran-2-yl ether), O1CCCC=C1 (dihydropyran), Cl.N1=CC=CC=C1 (pyridine hydrochloride), methyl ester, (5E)-6a-carba-PGI2, C(CCC)[Li] (n-butyllithium). The solvent is O1CCCC1 (tetrahydrofuran), C(Cl)Cl (methylene chloride), O1CCCC1 (tetrahydrofuran). RXN SMILES: O1C=C[CH2:4][CH2:3][CH2:2]1.Cl.[N:8]1[CH:13]=[CH:12][CH:11]=[CH:10][CH:9]=1.[CH2:14]([Li])CCC>C(Cl)Cl.O1CCCC1>[CH:3]([NH:8][CH:13]1[CH2:12][CH2:11][CH2:10][CH2:9][CH2:14]1)([CH3:4])[CH3:2] |f:1.2|. RXN SMILES: C([O:8][C:9]1[CH:23]=[CH:22][C:12]([O:13][CH2:14][C@@H:15]([OH:21])[CH2:16][NH:17][CH:18]([CH3:20])[CH3:19])=[CH:11][CH:10]=1)C1C=CC=CC=1>CO.[Pd]>[OH:8][C:9]1[CH:23]=[CH:22][C:12]([O:13][CH2:14][C@@H:15]([OH:21])[CH2:16][NH:17][CH:18]([CH3:19])[CH3:20])=[CH:11][CH:10]=1. Procedure: A solution of (S)-1-(4-benzyloxyphenoxy)-3-(1-methylethyl)amino-2-propanol (53.4 g) in 500 ml methanol was hydrogenated over 5 g 10% palladium on carbon (room temperature; 1 atmosphere). Within 40 minutes the uptake of nitrogen stopped abruptly after the absorption of 4,300 ml. The mixture was filtered through Celite and the filtrate was concentrated to dryness under reduced pressure. The resulting colorless solid residue was crystallized from acetone to give 35.2 g of (S)-1-(4-hydroxyphenoxy)-3... Product: OC1=CC=C(OC[C@H](CNC(C)C)O)C=C1 ((S)-1-(4-hydroxyphenoxy)-3-(1-methylethyl)amino-2-propanol). The reactants are C(C1=CC=CC=C1)OC1=CC=C(OC[C@H](CNC(C)C)O)C=C1 ((S)-1-(4-benzyloxyphenoxy)-3-(1-methylethyl)amino-2-propanol). Solvent: CO (methanol). The yield is 92.3%. Run at time 40 minute. The reagents and catalysts are [Pd] (palladium on carbon). The reactants are FC1=CC=C(C=C1)N1C=CC2=CC(=CC=C12)C(=O)N1CC(C1)N1CCN(CC1)C(=O)C=1SC=CN1 (1-(4-Fluorophenyl)-5-({3-[4-(1,3-thiazol-2-ylcarbonyl)piperazin-1-yl]azetidin-1-yl}carbonyl)-1H-indole), C1CC(=O)N(C1=O)Cl (NCS). The solvent is C(Cl)(Cl)(Cl)Cl (CCl4), C(Cl)Cl (CH2Cl2), C(Cl)Cl (CH2Cl2). Conditions: time 4 hour. The product is ClC1=CN(C2=CC=C(C=C12)C(=O)N1CC(C1)N1CCN(CC1)C(=O)C=1SC=CN1)C1=CC=C(C=C1)F (3-Chloro-1-(4-fluorophenyl)-5-({3-[4-(1,3-thiazol-2-ylcarbonyl)piperazin-1-yl]azetidin-1-yl}carbonyl)-1H-indole). RXN SMILES: [F:1][C:2]1[CH:7]=[CH:6][C:5]([N:8]2[C:16]3[C:11](=[CH:12][C:13]([C:17]([N:19]4[CH2:22][CH:21]([N:23]5[CH2:28][CH2:27][N:26]([C:29]([C:31]6[S:32][CH:33]=[CH:34][N:35]=6)=[O:30])[CH2:25][CH2:24]5)[CH2:20]4)=[O:18])=[CH:14][CH:15]=3)[CH:10]=[CH:9]2)=[CH:4][CH:3]=1.C1C(=O)N([Cl:43])C(=O)C1>C(Cl)(Cl)(Cl)Cl.C(Cl)Cl>[Cl:43][C:10]1[C:11]2[C:16](=[CH:15][CH:14]=[C:13]([C:17]([N:19]3[CH2:20][CH:21]([N:23]4[CH2:28][CH2:27][N:26]([C:29]([C:31]5[S:32][CH:33]=[CH:34][N:35]=5)=[O:30])[CH2:25][CH2:24]4)[CH2:22]3)=[O:18])[CH:12]=2)[N:8]([C:5]2[CH:6]=[CH:7][C:2]([F:1])=[CH:3][CH:4]=2)[CH:9]=1. Procedure details: To a solution of Cpd 487 (0.2 mmol, 100 mg) in CCl4 (4 mL) and CH2Cl2 (4 mL) was added NCS (0.25 mmol, 33 mg). The reaction mixture was stirred at room temperature for 4 h. It was then diluted with CH2Cl2 and washed with 1N aqueous NaOH and H2O, dried over Na2SO4, and concentrated. Purification by flash column chromatography (silica gel, 3% MeOH/CH2Cl2) gave 51 mg of Cpd 1365. MS m/z (M+H+) 524. The reactants are ClC1=NC(=CC(=N1)N1[C@H](COCC1)C)C(C)(S(=O)(=O)C)C ((3S)-4-{2-Chloro-6-[1-methyl-1-(methylsulfonyl)ethyl]pyrimidin-4-yl}-3-methylmorpholine), CC1(OB(OC1(C)C)C1=CC=C(C=C1)NC(OC(C)(C)C)=O)C (Tert-butyl [4-(4,4,5,5-tetramethyl-1,3,2-dioxaborolan-2-yl)phenyl]carbamate), C([O-])([O-])=O.[Na+].[Na+] (sodium carbonate), O (water). The reagents and catalysts are dichlorobis(triphenylphosphine) palladium. Solvent: CN(C)C=O (DMF), C(OC)COC (dimethoxyethane), C(C)O (ethanol). Run at temperature 90 celsius. Yields the product CC(C)(S(=O)(=O)C)C1=NC(=NC(=C1)N1CCOCC1)C1=CC=C(C=C1)NC(OC(C)(C)C)=O (Tert-butyl (4-{4-[1-methyl-1-(methylsulfonyl)ethyl]-6-morpholin-4-ylpyrimidin-2-yl}phenyl)carbamate). Yield: 99.7%. RXN SMILES: Cl[C:2]1[N:7]=[C:6]([N:8]2[CH2:13][CH2:12][O:11][CH2:10][C@@H:9]2C)[CH:5]=[C:4]([C:15]([CH3:21])([S:17]([CH3:20])(=[O:19])=[O:18])[CH3:16])[N:3]=1.O.CC1(C)C(C)(C)OB([C:31]2[CH:36]=[CH:35][C:34]([NH:37][C:38](=[O:44])[O:39][C:40]([CH3:43])([CH3:42])[CH3:41])=[CH:33][CH:32]=2)O1.C(=O)([O-])[O-].[Na+].[Na+]>CN(C=O)C.C(COC)OC.C(O)C>[CH3:16][C:15]([C:4]1[CH:5]=[C:6]([N:8]2[CH2:13][CH2:12][O:11][CH2:10][CH2:9]2)[N:7]=[C:2]([C:31]2[CH:32]=[CH:33][C:34]([NH:37][C:38](=[O:44])[O:39][C:40]([CH3:42])([CH3:41])[CH3:43])=[CH:35][CH:36]=2)[N:3]=1)([S:17]([CH3:20])(=[O:19])=[O:18])[CH3:21] |f:3.4.5|. Reported procedure: (3S)-4-{2-Chloro-6-[1-methyl-1-(methylsulfonyl)ethyl]pyrimidin-4-yl}-3-methylmorpholine (1.75 g, 5.47 mmol) was dissolved in a solution of 18% DMF in a mixture of 7:3:2 dimethoxyethane:water:ethanol (18 mL). Tert-butyl [4-(4,4,5,5-tetramethyl-1,3,2-dioxaborolan-2-yl)phenyl]carbamate (2.62 g, 8.2 mmol), 2M sodium carbonate solution (8 mL) and dichlorobis(triphenylphosphine) palladium catalyst (192 mg, 0.27 mmol) were then added and the reaction refluxed at 90° C. for 2 hours under a nitrogen atmo...